This data is from the Open Reaction Database (ORD), a public repository of structured organic reaction records. The task is: describe an organic reaction: reactants, conditions, products, and yield Starting materials: OC1=CC=C(C=C1)S(=O)(=O)O (4-hydroxybenzenesulfonic acid), [OH-].[Na+] (sodium hydroxide), BrCCC1CCCC1 (2-(bromoethyl)cyclopentane). The solvent is O (water), C(C)(C)O (isopropanol). Product: C1(CCCC1)CCOC1=CC=C(C=C1)S(=O)(=O)[O-].[Na+] (Sodium 4-(2-cyclopentylethoxy)benzenesulfonate). Reaction SMILES: [OH:1][C:2]1[CH:7]=[CH:6][C:5]([S:8]([OH:11])(=[O:10])=[O:9])=[CH:4][CH:3]=1.[OH-].[Na+:13].Br[CH2:15][CH2:16][CH:17]1[CH2:21][CH2:20][CH2:19][CH2:18]1>O.C(O)(C)C>[CH:17]1([CH2:16][CH2:15][O:1][C:2]2[CH:7]=[CH:6][C:5]([S:8]([O-:11])(=[O:9])=[O:10])=[CH:4][CH:3]=2)[CH2:21][CH2:20][CH2:19][CH2:18]1.[Na+:13] |f:1.2,6.7|. Procedure details: A solution of 4-hydroxybenzenesulfonic acid (6.5 grams, 28.2 mmole) and sodium hydroxide (2.2 grams, 55 mmole) in water (15 mL) was mixed with a solution of 2-(bromoethyl)cyclopentane (15.0 grams, 84.7 mmole) in isopropanol (40 mL) and the resulting mixture was heated at reflux for 2 days. The isopropanol was removed by evaporation under vaccuum. The titled compound, 4.7 grams (57%), was collected by filtration washing with isopropanol. Starting materials: CCO, Cl, NCCN, N#Cc1ccc(CCN2C(=O)c3ccccc3C2=O)cc1. The product is O=C1c2ccccc2C(=O)N1CCc1ccc(C2=NCCN2)cc1. As a reaction SMILES: [CH3:27][CH2:28][OH:29].[ClH:1].[NH2:23][CH2:24][CH2:25][NH2:26].[O:2]=[C:3]1[N:4]([CH2:13][CH2:14][c:15]2[cH:16][cH:17][c:18]([C:19]#[N:20])[cH:21][cH:22]2)[C:5](=[O:12])[c:6]2[cH:7][cH:8][cH:9][cH:10][c:11]21>>[O:2]=[C:3]1[N:4]([CH2:13][CH2:14][c:15]2[cH:16][cH:17][c:18]([C:19]3=[N:23][CH2:24][CH2:25][NH:20]3)[cH:21][cH:22]2)[C:5](=[O:12])[c:6]2[cH:7][cH:8][cH:9][cH:10][c:11]21.